This data is from the Open Reaction Database (ORD), a public repository of structured organic reaction records. The task is: describe an organic reaction: reactants, conditions, products, and yield Reactants: 126, ClC(=O)OC(C)C (isopropyl chloroformate), [OH-].[Na+] (caustic soda), [OH-].[Na+] (caustic soda), CC(C)(C)OO (TBHP-70), 1-l. Run in O (water). Conditions: time 50 minute. The product is 334, C(OOOC(C)(C)C)(OC(C)C)=O (t-butylperoxy isopropyl carbonate). RXN SMILES: [CH3:1][C:2]([O:5][OH:6])([CH3:4])[CH3:3].[OH-:7].[Na+].Cl[C:10]([O:12][CH:13]([CH3:15])[CH3:14])=[O:11]>O>[C:10](=[O:7])([O:12][CH:13]([CH3:15])[CH3:14])[O:11][O:6][O:5][C:2]([CH3:4])([CH3:3])[CH3:1] |f:1.2|. Procedure: 129 parts (1 mol) of TBHP-70, 92 parts of water and 172 parts of LUP were fed into a 1-l glass beaker. 170 parts (1 mol) of 25% aqueous caustic soda was added dropwise to the beaker over a period of 20 minutes while keeping the contents at 25° C. on an ice-water bath. After the completion of the dropwise addition, the temperature of the contents was lowered to 10° C., followed by the dropwise addition thereto of 126 parts (1 mol) of isopropyl chloroformate over a period of 50 minutes. The obtain...